This data is from the Open Reaction Database (ORD), a public repository of structured organic reaction records. The task is: describe an organic reaction: reactants, conditions, products, and yield Starting materials: ClC=1C=C(C=CC1OC(C)C)CCC1(CC(CC(O1)=O)=O)C1CCCC1 (6-[2-(3-Chloro-4-isopropoxy-phenyl)-ethyl]-6-cyclopentyl-dihydro-pyran-2,4-dione), Cl (HCl), CC1=NC=2N(C(=C1)C)N=C(N2)C=O (5,7-Dimethyl-[1,2,4]triazolo[1,5-a]pyrimidine-2-carbaldehyde), N(C)C (Me2NH). The solvent is CO.C(Cl)Cl (MeOH CH2Cl2). Reaction conditions: time 1 hour. Product: ClC=1C=C(C=CC1OC(C)C)CCC1(CC(=C(C(O1)=O)CC1=NN2C(N=C(C=C2C)C)=N1)O)C1CCCC1 (6-[2-(3-Chloro-4-isopropoxy-phenyl)-ethyl]-6-cyclopentyl-3-(5,7-dimethyl-[1,2,4]triazolo[1,5-a]pyrimidin-2-ylmethyl)-4-hydroxy-5,6-dihydro-pyran-2-one). The yield is 23.5%. RXN SMILES: [Cl:1][C:2]1[CH:3]=[C:4]([CH2:12][CH2:13][C:14]2([CH:22]3[CH2:26][CH2:25][CH2:24][CH2:23]3)[O:19][C:18](=[O:20])[CH2:17][C:16](=[O:21])[CH2:15]2)[CH:5]=[CH:6][C:7]=1[O:8][CH:9]([CH3:11])[CH3:10].[CH3:27][C:28]1[CH:33]=[C:32]([CH3:34])[N:31]2[N:35]=[C:36]([CH:38]=O)[N:37]=[C:30]2[N:29]=1.N(C)C.Cl>CO.C(Cl)Cl>[Cl:1][C:2]1[CH:3]=[C:4]([CH2:12][CH2:13][C:14]2([CH:22]3[CH2:26][CH2:25][CH2:24][CH2:23]3)[O:19][C:18](=[O:20])[C:17]([CH2:38][C:36]3[N:37]=[C:30]4[N:29]=[C:28]([CH3:27])[CH:33]=[C:32]([CH3:34])[N:31]4[N:35]=3)=[C:16]([OH:21])[CH2:15]2)[CH:5]=[CH:6][C:7]=1[O:8][CH:9]([CH3:10])[CH3:11] |f:4.5|. Procedure details: 6-[2-(3-Chloro-4-isopropoxy-phenyl)-ethyl]-6-cyclopentyl-dihydro-pyran-2,4-dione (0.3 g, 0.79 mmol) and 5,7-Dimethyl-[1,2,4]triazolo[1,5-a]pyrimidine-2-carbaldehyde (0.17 g, 0.95 mmol, described in Step 3 of example B(75)) were dissolved in 3:1 MeOH/CH2Cl2 (4 mL). To this suspension, Me2NH.BH3 (0.07 g, 1.19 mmol) was added as a solid from top. After stirring 1 h at room temperature, the reaction mixture became clear and it was stirred for an additional 5 hours. After this time, 1 M HCl (1 mL) wa... Starting materials: O=C([O-])[O-], O=C([O-])O, O=C(OCc1ccccc1)c1ccc(Oc2c(F)c(F)c(F)c(F)c2C(F)(F)F)cc1, CS(C)=O, [K+], [K+], [K+], [K+], O=[N+]([O-])c1ccc([O-])cc1OCc1ccccc1. Yields the product O=C(OCc1ccccc1)c1ccc(Oc2c(F)c(Oc3ccc([N+](=O)[O-])c(OCc4ccccc4)c3)c(F)c(F)c2C(F)(F)F)cc1. Reaction SMILES: [C:51](=[O:52])([O-:53])[O-:54].[C:57](=[O:58])([O-:59])[OH:60].[CH2:1]([c:2]1[cH:3][cH:4][cH:5][cH:6][cH:7]1)[O:8][C:9](=[O:10])[c:11]1[cH:12][cH:13][c:14]([O:15][c:16]2[c:17]([C:26]([F:27])([F:28])[F:29])[c:18]([F:25])[c:19]([F:24])[c:20]([F:23])[c:21]2[F:22])[cH:30][cH:31]1.[CH3:62][S:63](=[O:64])[CH3:65].[K+:50].[K+:55].[K+:56].[K+:61].[N+:32](=[O:33])([O-:34])[c:35]1[c:36]([O:42][CH2:43][c:44]2[cH:45][cH:46][cH:47][cH:48][cH:49]2)[cH:37][c:38]([O-:39])[cH:40][cH:41]1>>[CH2:1]([c:2]1[cH:3][cH:4][cH:5][cH:6][cH:7]1)[O:8][C:9](=[O:10])[c:11]1[cH:12][cH:13][c:14]([O:15][c:16]2[c:17]([C:26]([F:27])([F:28])[F:29])[c:18]([F:25])[c:19]([F:24])[c:20]([O:39][c:38]3[cH:37][c:36]([O:42][CH2:43][c:44]4[cH:45][cH:46][cH:47][cH:48][cH:49]4)[c:35]([N+:32](=[O:33])[O-:34])[cH:41][cH:40]3)[c:21]2[F:22])[cH:30][cH:31]1. Reactants: [ 14 ], C1=CC(=CC=C1[C@H]([C@@H](CO)NC(=O)C(Cl)Cl)O)[N+](=O)[O-] (chloramphenicol), CC1([C@@H](N2[C@H](S1)[C@@H](C2=O)NC(=O)C(C=3C=CC=CC3)C(=O)O)C(=O)O)C (carbenicillin), C1[C@H]([C@@H]([C@H]([C@@H]([C@H]1N)O[C@@H]2[C@@H]([C@H]([C@@H]([C@H](O2)CN)O)O)O)O)O[C@@H]3[C@@H]([C@H]([C@@H]([C@H](O3)CO)O)N)O)N (kanamycin), O=C[C@H](O)[C@@H](O)[C@H](O)[C@H](O)CO (glucose), [NH4+].[Cl-] (NH4Cl), C1=CC(=CC=C1[C@H]([C@@H](CO)NC(=O)C(Cl)Cl)O)[N+](=O)[O-] (chloramphenicol). The solvent is C1COCCN1CCCS(=O)(=O)O (MOPS). The product is CC(C)S[C@H]1[C@@H]([C@H]([C@H]([C@H](O1)CO)O)O)O (Isopropyl-β-D-thiogalactopyranoside). RXN SMILES: O=[CH:2][C@@H:3]([C@H:5]([C@@H:7]([C@@H:9]([CH2:11][OH:12])[OH:10])[OH:8])[OH:6])[OH:4].[NH4+].[Cl-].[CH3:15][C:16]1(C)[S:20][C@@H]2[C@H](NC(C(C(O)=O)C3C=CC=CC=3)=O)C(=O)N2[C@H:17]1C(O)=O.C1C([C@@H](O)[C@H](NC(C(Cl)Cl)=O)CO)=CC=C([N+]([O-])=O)C=1.C1[C@H](N)[C@@H](O[C@H]2O[C@H](CN)[C@@H](O)[C@H](O)[C@H]2O)[C@H](O)[C@@H](O[C@H]2O[C@H](CO)[C@@H](O)[C@H](N)[C@H]2O)[C@@H]1N>C1N(CCCS(O)(=O)=O)CCOC1>[CH3:15][CH:16]([S:20][C@@H:2]1[O:10][C@H:9]([CH2:11][OH:12])[C@H:7]([OH:8])[C@H:5]([OH:6])[C@H:3]1[OH:4])[CH3:17] |f:1.2|. Reported procedure: All liquid cultivations were conducted in MOPS minimal medium (Teknova) [14] cultures supplemented with 5 g/l glucose and an additional 4 g/l NH4Cl. When appropriate, antibiotics were added in the following concentrations: 100 μg/ml carbenicillin for the maintenance of pTrc- or pET-derived plasmids, 34 μg/ml chloramphenicol for pHACM-derived plasmids, 68 μg/ml chloramphenicol for pACYC-derived plasmids and pRARE2 (Novagen), and 20 μg/ml kanamycin for pACKm-derived plasmids. Isopropyl-β-D-thiogal... Reactants: C(C1=CC=CC=C1)N1CC2CCC(C1)C2(O)C=2C=C(C#N)C=CC2 (3-(3-Benzyl-8-hydroxy-3-aza-bicyclo[3.2.1]oct-8-yl)-benzonitrile), C([O-])([O-])=O.[K+].[K+] (potassium carbonate), OO (hydrogen peroxide). The solvent is CS(=O)C (DMSO). Run at time 2 hour. Product: C(C1=CC=CC=C1)N1CC2CCC(C1)C2(O)C=2C=C(C(=O)N)C=CC2 (3-(3-Benzyl-8-hydroxy-3-aza-bicyclo[3.2.1]oct-8-yl)-benzamide). The yield is 570.8%. Reaction SMILES: [CH2:1]([N:8]1[CH2:14][CH:13]2[C:15]([C:17]3[CH:18]=[C:19]([CH:22]=[CH:23][CH:24]=3)[C:20]#[N:21])([OH:16])[CH:10]([CH2:11][CH2:12]2)[CH2:9]1)[C:2]1[CH:7]=[CH:6][CH:5]=[CH:4][CH:3]=1.C(=O)([O-])[O-:26].[K+].[K+].OO>CS(C)=O>[CH2:1]([N:8]1[CH2:9][CH:10]2[C:15]([C:17]3[CH:18]=[C:19]([CH:22]=[CH:23][CH:24]=3)[C:20]([NH2:21])=[O:26])([OH:16])[CH:13]([CH2:12][CH2:11]2)[CH2:14]1)[C:2]1[CH:3]=[CH:4][CH:5]=[CH:6][CH:7]=1 |f:1.2.3|. Reported procedure: 3-(3-Benzyl-8-hydroxy-3-aza-bicyclo[3.2.1]oct-8-yl)-benzonitrile (1.86 g, 5.84 mmol) in DMSO (30 mL) with potassium carbonate (0.121 g, 0.88 mmol) was charged with 30% aqueous hydrogen peroxide (2.98 mL, 29.2 mmol) and allowed to stir at room temperature for 2 h (or until judged complete by TLC). The reaction was cooled in an ice bath then quenched with water (50 mL) causing the product precipitate as white solids. The mixture was acidified to pH 1 with 1N HCl (25 mL) to dissolve the product and...